This data is from the Open Reaction Database (ORD), a public repository of structured organic reaction records. The task is: describe an organic reaction: reactants, conditions, products, and yield The reactants are ClC1=CC=C(C=N1)CN1C(NCC1)=C[N+](=O)[O-] (1-(6-chloro-3-pyridylmethyl)-2-nitromethyleneimidazolidine), C=O (formaldehyde), C(CS)(=O)OCC (ethyl thioglycolate). Run in C(C)O (ethanol), C(C)O (ethanol). Yields the product ClC1=CC=C(C=N1)CN1C(NCC1)=C(CSCC(=O)OCC)[N+](=O)[O-] (1-(6-chloro-3-pyridylmethyl)-2-(1-nitro-2-ethoxycarbonylmethylthioethylidene)imidazolidine). Isolated yield 77.7%. RXN SMILES: [Cl:1][C:2]1[N:7]=[CH:6][C:5]([CH2:8][N:9]2[CH2:13][CH2:12][NH:11][C:10]2=[CH:14][N+:15]([O-:17])=[O:16])=[CH:4][CH:3]=1.[CH2:18]=O.[C:20]([O:24][CH2:25][CH3:26])(=[O:23])[CH2:21][SH:22]>C(O)C>[Cl:1][C:2]1[N:7]=[CH:6][C:5]([CH2:8][N:9]2[CH2:13][CH2:12][NH:11][C:10]2=[C:14]([N+:15]([O-:17])=[O:16])[CH2:18][S:22][CH2:21][C:20]([O:24][CH2:25][CH3:26])=[O:23])=[CH:4][CH:3]=1. Reported procedure: 0.22 g of 1-(6-chloro-3-pyridylmethyl)-2-nitromethyleneimidazolidine, 0.08 g of 37% formaldehyde aqueous solution and 0.1 g of ethyl thioglycolate were added to 5 ml of ethanol, and were reacted under reflux for 3 hours. After completing the reaction, ethanol was distilled off under reduced pressure, and a small amount of ethyl acetate was added to the residue thus obtained to filter the insoluble materials out, thus obtaining 0.25 g of the aimed product (Compound No. 1) having a melting point o... Reactants: CC=1C=C2C(C(=O)OC2=O)=CC1 (4-methyl-phthalic anhydride), N1=CC=C(C=C1)C (4-picoline). Run in C(C)O (ethanol). Reaction conditions: temperature 165 celsius. The product is OC1=C(C(C2=CC=C(C=C12)C)=O)C1=CC=NC=C1 (3-Hydroxy-5-methyl-2-(pyridin-4-yl)-indene-1-one). Reaction SMILES: [CH3:1][C:2]1[CH:3]=[C:4]2[C:9](=[O:10])[O:8][C:6](=O)[C:5]2=[CH:11][CH:12]=1.[N:13]1[CH:18]=[CH:17][C:16]([CH3:19])=[CH:15][CH:14]=1>C(O)C>[OH:10][C:9]1[C:4]2[C:5](=[CH:11][CH:12]=[C:2]([CH3:1])[CH:3]=2)[C:6](=[O:8])[C:19]=1[C:16]1[CH:17]=[CH:18][N:13]=[CH:14][CH:15]=1. Reported procedure: A mixture of 47.5 g (293 mmol) 4-methyl-phthalic anhydride and 28.6 ml (293 mmol) 4-picoline is heated to 165° C. for 18 h. The resulting material is stirred in 190 ml of boiling ethanol, filtered and washed with ethanol and diethyl ether, yielding the title compound: An. calc. (C15H11NO2) C, 75.94%; H, 4.67%; N, 5.90%; O, 13.49%; An. meas. C, 75.60%; H, 4.64%; N, 6.02%; O, 13.60%; 1H NMR (DMSO-d6) δ 8.70 (d, 2H), 8.14 (d, 2H), 7.34 (m, 2H), 7.29 (s, 1H), 2.38 (s, 3H); FAB MS (M+H)+=238. Starting materials: [Na] (sodium), C(CC(=O)OCC)(=O)OCC (diethyl malonate), BrCCOC1=CC=C(C=C1)\C=C/CCCCCCCCC (1-bromo-2-(4-[(Z)1-undecenyl]phenoxy)ethane). Run in C(C)O (ethanol). Product: C(=C/CCCCCCCCC)/C1=CC=C(OCCC(C(=O)OCC)C(=O)OCC)C=C1 (Diethyl 2-(4-[(Z)-1-undecenyl]phenoxyethyl)propan-1,3-dioate). Isolated yield 125.6%. Reaction SMILES: [Na].[C:2]([O:10][CH2:11][CH3:12])(=[O:9])[CH2:3][C:4]([O:6][CH2:7][CH3:8])=[O:5].Br[CH2:14][CH2:15][O:16][C:17]1[CH:22]=[CH:21][C:20](/[CH:23]=[CH:24]\[CH2:25][CH2:26][CH2:27][CH2:28][CH2:29][CH2:30][CH2:31][CH2:32][CH3:33])=[CH:19][CH:18]=1>C(O)C>[CH:23](/[C:20]1[CH:19]=[CH:18][C:17]([O:16][CH2:15][CH2:14][CH:3]([C:4]([O:6][CH2:7][CH3:8])=[O:5])[C:2]([O:10][CH2:11][CH3:12])=[O:9])=[CH:22][CH:21]=1)=[CH:24]/[CH2:25][CH2:26][CH2:27][CH2:28][CH2:29][CH2:30][CH2:31][CH2:32][CH3:33] |^1:0|. Reported procedure: A solution of sodium (0.408 g, 17.7 mmol) in ethanol (50 ml) under nitrogen was treated with diethyl malonate, (2.84 g, 17.7 mmol) followed by 1-bromo-2-(4-[(Z)1-undecenyl]phenoxy)ethane, (1.30 g, 3.68 mmol). The solution was refluxed 30 h, then cooled and evaporated in vacuo to dryness. The residue was partitioned between ethyl acetate and water and the organic phase separated, washed with water, and dried, (MgSO4). Evaporation in vacuo gave 2.0 g of a yellow oil which was purified by column ch... Yields the product CCNc1cc(N)ccc1S(=O)(=O)O. The reactants are CC(=O)OC(C)=O, Nc1ccc(S(=O)(=O)O)c(NC=O)c1, [Cl-], Cl, [Na+], O, CCOS(=O)(=O)OCC. As a reaction SMILES: [CH3:15][C:16]([O:17][C:18](=[O:19])[CH3:20])=[O:21].[CH:1](=[O:2])[NH:3][c:4]1[cH:5][c:6]([NH2:7])[cH:8][cH:9][c:10]1[S:11](=[O:12])(=[O:13])[OH:14].[Cl-:33].[ClH:31].[Na+:32].[OH2:34].[S:22]([O:23][CH2:24][CH3:25])([O:26][CH2:27][CH3:28])(=[O:29])=[O:30]>>[CH2:1]([NH:3][c:4]1[cH:5][c:6]([NH2:7])[cH:8][cH:9][c:10]1[S:11](=[O:12])(=[O:13])[OH:14])[CH3:15]. Starting materials: COC(=O)C1=CC=C(C=C1)C=O (methyl terephthalaldehydate), [Cl-].[NH4+] (ammonium chloride), [I-].C(C)(C)[P+](C1=CC=CC=C1)(C1=CC=CC=C1)C1=CC=CC=C1 (isopropyltriphenylphosphonium iodide), C(CCC)[Li] (n-butyllithium). Solvent: O1CCCC1 (tetrahydrofuran), O1CCCC1 (tetrahydrofuran). Run at time 15 minute. Yields the product CC(=CC1=CC=C(C(=O)OC)C=C1)C (methyl 4-(2-methylprop-1-en-1-yl)benzoate). The yield is 88.9%. RXN SMILES: [I-].[CH:2]([P+](C1C=CC=CC=1)(C1C=CC=CC=1)C1C=CC=CC=1)([CH3:4])[CH3:3].C([Li])CCC.[CH3:29][O:30][C:31]([C:33]1[CH:38]=[CH:37][C:36]([CH:39]=O)=[CH:35][CH:34]=1)=[O:32].[Cl-].[NH4+]>O1CCCC1>[CH3:3][C:2]([CH3:4])=[CH:39][C:36]1[CH:37]=[CH:38][C:33]([C:31]([O:30][CH3:29])=[O:32])=[CH:34][CH:35]=1 |f:0.1,4.5|. Procedure: To a suspension of isopropyltriphenylphosphonium iodide (9.5 g) in tetrahydrofuran (90 mL) was added n-butyllithium (1.5 mol/L hexane solution, 15 mL) at 0° C., and the mixture was stirred for 15 minutes. To the reaction mixture was added a solution of methyl terephthalaldehydate (3.3 g) in tetrahydrofuran (10 mL), and the mixture was stirred at room temperature for 3 hours. The reaction mixture was poured into a saturated aqueous ammonium chloride solution, and the mixture was extracted with di...